This data is from the Open Reaction Database (ORD), a public repository of structured organic reaction records. The task is: describe an organic reaction: reactants, conditions, products, and yield Starting materials: C(=O)([O-])[O-].[K+].[K+] (K2CO3), ClC1=CC=C(CCl)C=C1 (4-chlorobenzyl chloride), NCC1CCNCC1 (4-(aminomethyl)piperidine). Solvent: C(C)#N (acetonitrile). Reaction conditions: temperature 60 celsius, time 16 hour. The product is NCC1CCN(CC1)CC1=CC=C(C=C1)Cl (4-(aminomethyl)-1-(4-chlorobenzyl)piperidine). The yield is 68.8%. Reaction SMILES: C([O-])([O-])=O.[K+].[K+].[Cl:7][C:8]1[CH:15]=[CH:14][C:11]([CH2:12]Cl)=[CH:10][CH:9]=1.[NH2:16][CH2:17][CH:18]1[CH2:23][CH2:22][NH:21][CH2:20][CH2:19]1>C(#N)C>[NH2:16][CH2:17][CH:18]1[CH2:23][CH2:22][N:21]([CH2:12][C:11]2[CH:14]=[CH:15][C:8]([Cl:7])=[CH:9][CH:10]=2)[CH2:20][CH2:19]1 |f:0.1.2|. Procedure details: K2CO3 (3.02 g) and 4-chlorobenzyl chloride (3.52 g, 21.8 mmol) were successively added to an acetonitrile (100 mL) solution of 4-(aminomethyl)piperidine (7.00 g, 61.3 mmol). The resulting reaction mixture was stirred at 60° C. for 16 hours, cooled to 25° C. and concentrated. The obtained residue was fractionated between dichloromethane (75 mL) and water (50 mL) and then washed with water (50 mL×2) and brine (50 mL×1). The organic layer was dried (over MgSO4), concentrated and then purified by ch... Procedure: A solution of the Boc protected amine, [4-(3-benzyl-3-methyl-ureido)-6,7-dimethoxy-isoquinolin-1-ylmethyl]-carbamic acid tert-butyl ester, (155 mg) was taken up in 5 mL of EtOAc, then 600 μL of HCl in EtOAc was added and the reaction was allowed to stir overnight. Solvent was removed in vacuo, and the resulting white solid was washed with ether to give 109 mg (89%) of the desired product as the hydrochloride salt. H1-NMR (CDCl3): δ 8.31 (s, 1H), 7.3-7.4 (m, 5H), 7.17 (s, 1H), 6.82 (s, 1H), 6.51 ... The reactants are Cl (HCl), Boc, amine, C(C)(C)(C)OC(NCC1=NC=C(C2=CC(=C(C=C12)OC)OC)NC(=O)N(C)CC1=CC=CC=C1)=O ([4-(3-benzyl-3-methyl-ureido)-6,7-dimethoxy-isoquinolin-1-ylmethyl]-carbamic acid tert-butyl ester). Run at time 8 hour. Yield: 88.8%. Run in CCOC(=O)C (EtOAc), CCOC(=O)C (EtOAc). Product: NCC1=NC=C(C2=CC(=C(C=C12)OC)OC)NC(N(C)CC1=CC=CC=C1)=O (3-(1-Aminomethyl-6,7-dimethoxy-isoquinolin-4-yl)-1-benzyl-1-methyl-urea). Reaction SMILES: C(OC(=O)[NH:7][CH2:8][C:9]1[C:18]2[C:13](=[CH:14][C:15]([O:21][CH3:22])=[C:16]([O:19][CH3:20])[CH:17]=2)[C:12]([NH:23][C:24]([N:26]([CH2:28][C:29]2[CH:34]=[CH:33][CH:32]=[CH:31][CH:30]=2)[CH3:27])=[O:25])=[CH:11][N:10]=1)(C)(C)C.Cl>CCOC(C)=O>[NH2:7][CH2:8][C:9]1[C:18]2[C:13](=[CH:14][C:15]([O:21][CH3:22])=[C:16]([O:19][CH3:20])[CH:17]=2)[C:12]([NH:23][C:24](=[O:25])[N:26]([CH2:28][C:29]2[CH:30]=[CH:31][CH:32]=[CH:33][CH:34]=2)[CH3:27])=[CH:11][N:10]=1. Starting materials: C(C1=CC=CC=C1)OC(=O)NCC(=O)N(C)CC(OC)OC (N2-benzyloxycarbonyl-N1-(2,2-dimethoxyethyl)-N1-methylglycinamide), O.C1(=CC=C(C=C1)S(=O)(=O)O)C (p-toluenesulfonic acid monohydrate). The solvent is C1(=CC=CC=C1)C (toluene). The product is C(C1=CC=CC=C1)OC(=O)N1CC(N(C=C1)C)=O (4-Benzyloxycarbonyl-1-methyl-3,4-dihydropyrazin-2(1H)-one). As a reaction SMILES: [CH2:1]([O:8][C:9]([NH:11][CH2:12][C:13]([N:15]([CH2:17][CH:18](OC)OC)[CH3:16])=[O:14])=[O:10])[C:2]1[CH:7]=[CH:6][CH:5]=[CH:4][CH:3]=1.O.C1(C)C=CC(S(O)(=O)=O)=CC=1>C1(C)C=CC=CC=1>[CH2:1]([O:8][C:9]([N:11]1[CH:18]=[CH:17][N:15]([CH3:16])[C:13](=[O:14])[CH2:12]1)=[O:10])[C:2]1[CH:3]=[CH:4][CH:5]=[CH:6][CH:7]=1 |f:1.2|. Procedure details: A solution of N2-benzyloxycarbonyl-N1-(2,2-dimethoxyethyl)-N1-methylglycinamide (1.9 Kg, 6.1 mol) and p-toluenesulfonic acid monohydrate (270 g) in toluene (29.4 L) was stirred at 80° C. for 4 hours. The resultant reaction mixture was cooled to room temperature, washed with water (4×2 L), dried over anhydrous magnesium sulfate, filtered, and concentrated under vacuum. The residual solid was subjected to column chromatography on silica gel eluting with heptane-ethyl acetate. Concentration of appr... Starting materials: BrC=1C=C(C=NC1)CN1C(C=2C(C1=O)=CC=CC2)=O (5-Bromo-3-(phthalimidomethyl)pyridine), CN (methylamine), [OH-].[Na+] (sodium hydroxide). Solvent: Cl (hydrochloric acid). The product is BrC=1C=C(C=NC1)CN ((5-bromo-3-pyridyl)methylamine). Yield: 59.9%. RXN SMILES: [Br:1][C:2]1[CH:3]=[C:4]([CH2:8][N:9]2C(=O)C3=CC=CC=C3C2=O)[CH:5]=[N:6][CH:7]=1.CN.[OH-].[Na+]>Cl>[Br:1][C:2]1[CH:3]=[C:4]([CH2:8][NH2:9])[CH:5]=[N:6][CH:7]=1 |f:2.3|. Procedure: 5-Bromo-3-(phthalimidomethyl)pyridine (7.9 g, 25 mmol) is then hydrolyzed by treatment with aqueous methylamine (40%, 50 mL) and refluxing the mixture for 3 h. The solvents were removed by rotary evaporation to yield a pale yellow-colored solid, which was then taken up into concentrated hydrochloric acid (50 mL) and refluxed for 15 h. The reaction mixture was basified (pH=10–11) with aqueous sodium hydroxide (50%), extracted with chloroform (5×40 mL) and dried (K2CO3). The solvent was removed by... Starting materials: O=C([O-])[O-], CC#N, Fc1ccc(CBr)cc1, [K+], [K+], O, Oc1ccc(O)cc1. The product is Oc1ccc(OCc2ccc(F)cc2)cc1. As a reaction SMILES: [C:18](=[O:19])([O-:20])[O-:21].[CH3:25][C:26]#[N:27].[F:9][c:10]1[cH:11][cH:12][c:13]([CH2:14][Br:15])[cH:16][cH:17]1.[K+:22].[K+:23].[OH2:24].[OH:1][c:2]1[cH:3][cH:4][c:5]([OH:6])[cH:7][cH:8]1>>[O:1]([c:2]1[cH:3][cH:4][c:5]([OH:6])[cH:7][cH:8]1)[CH2:14][c:13]1[cH:12][cH:11][c:10]([F:9])[cH:17][cH:16]1. The reactants are Solvent A, C(=O)(C(F)(F)F)O (TFA), Solvent B, C(=O)(C(F)(F)F)O (TFA), N (NH3), C(=O)C1=CC=C(O1)C=1C=C(C=2NC=3C=C(C=CC3C2N1)N1CCOCC1)C(=O)N (2-(5-formylfuran-2-yl)-7-morpholino-5H-pyrido[3,2-b]indole-4-carboxamide), N1CCOCC1 (morpholine), C(C)(=O)O[BH-](OC(C)=O)OC(C)=O.[Na+] (sodium triacetoxyborohydride). The solvent is CO (Methanol), CO (Methanol), O (H2O), O (H2O), CO (MeOH), ClCCCl (1,2-dichloroethane). Reaction conditions: time 8 hour. Yields the product O1CCN(CC1)C=1C=CC=2C3=C(NC2C1)C(=CC(=N3)C=3OC(=CC3)CN3CCOCC3)C(=O)N (7-morpholino-2-(5-(morpholinomethyl)furan-2-yl)-5H-pyrido[3,2-b]indole-4-carboxamide). Yield: 72.7%. RXN SMILES: C([C:3]1[O:7][C:6]([C:8]2[CH:9]=[C:10]([C:27]([NH2:29])=[O:28])[C:11]3[NH:12][C:13]4[CH:14]=[C:15]([N:21]5[CH2:26][CH2:25][O:24][CH2:23][CH2:22]5)[CH:16]=[CH:17][C:18]=4[C:19]=3[N:20]=2)=[CH:5][CH:4]=1)=O.[NH:30]1[CH2:35][CH2:34][O:33][CH2:32][CH2:31]1.[C:36](O[BH-](OC(=O)C)OC(=O)C)(=O)C.[Na+].C(O)(C(F)(F)F)=O.N>ClCCCl.CO.O>[O:24]1[CH2:25][CH2:26][N:21]([C:15]2[CH:16]=[CH:17][C:18]3[C:19]4[N:20]=[C:8]([C:6]5[O:7][C:3]([CH2:36][N:30]6[CH2:35][CH2:34][O:33][CH2:32][CH2:31]6)=[CH:4][CH:5]=5)[CH:9]=[C:10]([C:27]([NH2:29])=[O:28])[C:11]=4[NH:12][C:13]=3[CH:14]=2)[CH2:22][CH2:23]1 |f:2.3|. Procedure: A suspension of 2-(5-formylfuran-2-yl)-7-morpholino-5H-pyrido[3,2-b]indole-4-carboxamide (14 mg, 0.022 mmol), morpholine (19 uL, 0.22 mmol), and sodium triacetoxyborohydride (24 mg, 0.11 mmol) in 1,2-dichloroethane (0.3 mL) was stirred at RT overnight. Preparative HPLC (100×30 mm Luna C18 column, Solvent A=10% Methanol, 90% H2O, 0.1% TFA; Solvent B=90% Methanol, 10% H2O, 0.1% TFA; gradient of 0 to 60% B over 10 min at 42 mL/min) followed by SCX capture and release with 2 N NH3 in MeOH gave 7-mor...